This data is from the Open Reaction Database (ORD), a public repository of structured organic reaction records. The task is: describe an organic reaction: reactants, conditions, products, and yield The reactants are BrC=1C=C(C=CC1)N1C(C=CC1=O)=O (1-(3-bromo-phenyl)-pyrrole-2,5-dione), BrC(SC[Si](C)(C)C)[Si](C)(C)C (bromo-trimethylsilanyl-trimethylsilanylmethylsulfanyl-methane). Run in C1=CC=CC=C1 (benzene), [Cl-].[Na+].O (brine), CN(C)C=O (DMF). Reaction conditions: temperature 110 celsius. The product is BrC=1C=C(C=CC1)N1C([C@H]2[C@@H](C1=O)[C@H](SC2)[Si](C)(C)C)=O ((3S,3aS,6aR)-5-(3-bromo-phenyl)-3-trimethylsilanyl-tetrahydro-thieno[3,4-c]pyrrole-4,6-dione). As a reaction SMILES: [Br:1][C:2]1[CH:3]=[C:4]([N:8]2[C:12](=[O:13])[CH:11]=[CH:10][C:9]2=[O:14])[CH:5]=[CH:6][CH:7]=1.Br[CH:16]([Si](C)(C)C)[S:17][CH2:18][Si:19]([CH3:22])([CH3:21])[CH3:20]>CN(C=O)C.C1C=CC=CC=1.[Cl-].[Na+].O>[Br:1][C:2]1[CH:3]=[C:4]([N:8]2[C:9](=[O:14])[C@H:10]3[C@@H:18]([Si:19]([CH3:22])([CH3:21])[CH3:20])[S:17][CH2:16][C@H:11]3[C:12]2=[O:13])[CH:5]=[CH:6][CH:7]=1 |f:4.5.6|. Procedure: A flask was charged with 1-(3-bromo-phenyl)-pyrrole-2,5-dione (800 mg, 3.17 mmol) and bromo-trimethylsilanyl-trimethylsilanylmethylsulfanyl-methane (1.36 g, 4.76 mmol, [literature compound)) in dry DMF (3 ml) under nitrogen atmosphere. The material was heated at 110° C. (oil bath) for 2 hours and then cooled to ambient. The solvent was stripped (rotovap/pump) and the remainder taken up in benzene (30 ml) and brine (30 ml). The material was shaken and the organic phase collected. The aqueous phas... Reactants: C(\C=C/C(=O)O)(=O)O (maleic acid), OO (hydrogen peroxide), tungstates, molybdates, O1C(C(=O)O)C1C(=O)O (epoxysuccinic acid). The product is C(C(C(=O)O)O)(C(=O)O)O (racemic acid). Reaction SMILES: C(O)(=O)/C=C\C(O)=[O:5].OO.[O:11]1[CH:16]([C:17]([OH:19])=[O:18])[CH:12]1[C:13]([OH:15])=[O:14]>>[CH:16]([OH:11])([C:17]([OH:19])=[O:18])[CH:12]([OH:5])[C:13]([OH:15])=[O:14]. Procedure details: Thus free maleic acid is reacted in aqueous solution with hydrogen peroxide in the presence of alkali tungstates or molybdates, the intermediate epoxysuccinic acid formed hydrolyzed by boiling and then the racemic acid formed crystallized out of the hydrolysis solution, see Church and Blumberg, "Ind. Eng. Chem.", Vol. 43 (8) pages 1780 to 1786. The mother liquor of the racemic acid crystallization is again returned into the reaction step.